From a dataset of the Open Reaction Database (ORD), a public repository of structured organic reaction records. describe an organic reaction: reactants, conditions, products, and yield Reactants: Cl.C(C)(=O)O[C@H]1C(N(C2=C(C[C@H]1C1=CC=C(C=C1)OC)C(=CC=C2)C(F)(F)F)CCNC)=O ((3R-cis)-3-(acetyloxy)-1,3,4,5-tetrahydro-4-(4-methoxyphenyl)-1-[2-(methylamino) ethyl]-6-(trifluoromethyl)-2H-1-benzazepin-2-one, monohydrochloride), C(C)(=O)OCC (ethyl acetate), C(O)([O-])=O.[Na+] (sodium hydrogen carbonate). Solvent: O (water), O (water). Product: C(C)(=O)O[C@H]1C(N(C2=C(C[C@H]1C1=CC=C(C=C1)OC)C(=CC=C2)C(F)(F)F)CCNC)=O ((3R-cis)-3-(Acetyloxy)-1,3,4,5-tetrahydro-4-(4-methoxyphenyl)-1-[2-(methylamino)ethyl]-6-(trifluoromethyl)-2H-1-benzazepin-2-one). Yield: 83.6%. RXN SMILES: Cl.[C:2]([O:5][C@@H:6]1[C@H:12]([C:13]2[CH:18]=[CH:17][C:16]([O:19][CH3:20])=[CH:15][CH:14]=2)[CH2:11][C:10]2[C:21]([C:25]([F:28])([F:27])[F:26])=[CH:22][CH:23]=[CH:24][C:9]=2[N:8]([CH2:29][CH2:30][NH:31][CH3:32])[C:7]1=[O:33])(=[O:4])[CH3:3].C(OCC)(=O)C.C(=O)([O-])O.[Na+]>O>[C:2]([O:5][C@@H:6]1[C@H:12]([C:13]2[CH:14]=[CH:15][C:16]([O:19][CH3:20])=[CH:17][CH:18]=2)[CH2:11][C:10]2[C:21]([C:25]([F:27])([F:28])[F:26])=[CH:22][CH:23]=[CH:24][C:9]=2[N:8]([CH2:29][CH2:30][NH:31][CH3:32])[C:7]1=[O:33])(=[O:4])[CH3:3] |f:0.1,3.4|. Procedure: A solution of 3.0 g of (3R-cis)-3-(acetyloxy)-1,3,4,5-tetrahydro-4-(4-methoxyphenyl)-1-[2-(methylamino) ethyl]-6-(trifluoromethyl)-2H-1-benzazepin-2-one, monohydrochloride, prepared as described in U.S. Pat. No. 4,748,239, Example 43, in 15 ml of water was treated with 75 ml of ethyl acetate, followed by the portionwise addition of a solution of 1.3 g of sodium hydrogen carbonate in 10 ml of water. The mixture was shaken and the sl. alkaline aqueous phase was discarded. The organic phase was ext...